Dataset: the Open Reaction Database (ORD), a public repository of structured organic reaction records. Task: describe an organic reaction: reactants, conditions, products, and yield Starting materials: CCOC(=O)CC(=O)OCC, C1CCNCC1, COc1ccc(C=O)cc1OC, CC(=O)O, O, c1ccccc1. The product is CCOC(=O)C(=Cc1ccc(OC)c(OC)c1)C(=O)OCC. Reaction SMILES: [CH2:13]([CH3:14])[O:15][C:16]([CH2:17][C:18](=[O:19])[O:20][CH2:21][CH3:22])=[O:23].[CH2:28]1[CH2:29][CH2:30][NH:31][CH2:32][CH2:33]1.[CH3:1][O:2][c:3]1[cH:4][cH:5][c:6]([CH:7]=[O:8])[cH:9][c:10]1[O:11][CH3:12].[CH3:24][C:25](=[O:26])[OH:27].[OH2:40].[cH:34]1[cH:35][cH:36][cH:37][cH:38][cH:39]1>>[CH3:1][O:2][c:3]1[cH:4][cH:5][c:6]([CH:7]=[C:17]([C:16]([O:15][CH2:13][CH3:14])=[O:23])[C:18](=[O:19])[O:20][CH2:21][CH3:22])[cH:9][c:10]1[O:11][CH3:12]. Starting materials: [H-].[Na+] (NaH), C1=CC2=C(C=C1C=O)OCO2 (piperonal), C(C)N1C(OCC1=O)=O (N-ethyl-2,4-oxazolidinedione), C1CCOC1 (THF). The solvent is O (water). Yields the product C(C)N1C(OC(C1=O)=CC1=CC2=C(C=C1)OCO2)=O (N-ethyl-5-(3,4-methylenedioxy-benzylidene)-2,4-oxazolidinedione). Yield: 16.8%. RXN SMILES: [CH:1]1[C:6]([CH:7]=O)=[CH:5][C:4]2[O:9][CH2:10][O:11][C:3]=2[CH:2]=1.[CH2:12]([N:14]1[C:18](=[O:19])[CH2:17][O:16][C:15]1=[O:20])[CH3:13].C1COCC1.[H-].[Na+]>O>[CH2:12]([N:14]1[C:18](=[O:19])[C:17](=[CH:7][C:6]2[CH:1]=[CH:2][C:3]3[O:11][CH2:10][O:9][C:4]=3[CH:5]=2)[O:16][C:15]1=[O:20])[CH3:13] |f:3.4|. Procedure details: 1.16 g (7.73 mmol) of piperonal and 1.00 g (7.75 mmol) of N-ethyl-2,4-oxazolidinedione are introduced into a 50 ml of eggplant-shaped flask, and a spiral condenser and a drying tube are mounted thereon. The reaction vessel is internally charged with an atmosphere of nitrogen and about 10 ml of THF dried with molecular sieve is added, followed by dissolution by stirring with a magnetic stirrer. After dissolution, 0.36 g (9.0 mmol) of NaH (60 wt. %, oily) is added little by little under stirring w...